From a dataset of the Open Reaction Database (ORD), a public repository of structured organic reaction records. describe an organic reaction: reactants, conditions, products, and yield The reactants are 2-R-5-(thiazol-2-ylamino)phenol, BrC=1SC=CN1 (2-bromothiazole), NC=1C=CC(=C(C1)O)Cl (5-amino-2-chlorophenol), Cl (HCl). The solvent is CCO (EtOH). Reaction conditions: temperature 90 celsius, time 24 hour. Product: ClC1=C(C=C(C=C1)NC=1SC=CN1)O (2-Chloro-5-(thiazol-2-ylamino)phenol). The yield is 69.0%. Reaction SMILES: Br[C:2]1[S:3][CH:4]=[CH:5][N:6]=1.[NH2:7][C:8]1[CH:9]=[CH:10][C:11]([Cl:15])=[C:12]([OH:14])[CH:13]=1.Cl>CCO>[Cl:15][C:11]1[CH:10]=[CH:9][C:8]([NH:7][C:2]2[S:3][CH:4]=[CH:5][N:6]=2)=[CH:13][C:12]=1[OH:14]. Procedure: Following the general procedure for the synthesis of 2-R-5-(thiazol-2-ylamino)phenol, 2-bromothiazole (0.25 mL, 2.78 mmol), 5-amino-2-chlorophenol (200 mg, 1.39 mmol) and 37% HCl solution (0.24 mL, 2.78 mmol) in 10% aqueous EtOH solution (5 mL) was stirred at 90° C. for 24 h. The title compound was obtained after purification by flash chromatography on silica gel (hexane:EtOAc 7/3) in 69% yield (217 mg). Reactants: C(C)(C)(C)OC(NC1=C(C=CC(=C1)OC1=CC=C2C(=N1)SC(=N2)NC(C)=O)F)=O (tert-butyl(5-{[2-(acetylamino)[1,3]thiazolo[5,4-b]pyridin-5-yl]oxy}-2-fluorophenyl)carbamate). The solvent is FC(C(=O)O)(F)F (trifluoroacetic acid). The product is NC=1C=C(OC2=CC=C3C(=N2)SC(=N3)NC(C)=O)C=CC1F (N-[5-(3-amino-4-fluorophenoxy)[1,3]thiazolo[5,4-b]pyridin-2-yl]acetamide). As a reaction SMILES: C(OC(=O)[NH:7][C:8]1[CH:13]=[C:12]([O:14][C:15]2[N:20]=[C:19]3[S:21][C:22]([NH:24][C:25](=[O:27])[CH3:26])=[N:23][C:18]3=[CH:17][CH:16]=2)[CH:11]=[CH:10][C:9]=1[F:28])(C)(C)C>FC(F)(F)C(O)=O>[NH2:7][C:8]1[CH:13]=[C:12]([CH:11]=[CH:10][C:9]=1[F:28])[O:14][C:15]1[N:20]=[C:19]2[S:21][C:22]([NH:24][C:25](=[O:27])[CH3:26])=[N:23][C:18]2=[CH:17][CH:16]=1. Procedure details: A solution of tert-butyl(5-{[2-(acetylamino)[1,3]thiazolo[5,4-b]pyridin-5-yl]oxy}-2-fluorophenyl)carbamate (0.65 g, 1.54 mmol) in trifluoroacetic acid (5 mL) was stirred at room temperature for 30 min. The reaction mixture was concentrated under reduced pressure, and the residue was diluted with ethyl acetate (100 mL), washed with 0.1N aqueous sodium hydroxide solution (100 mL), and dried over anhydrous magnesium sulfate. The insoluble material was filtered off, and the filtrate was concentrated... Reactants: [H-].[Na+] (NaH), C1=CC=CC=2C3=CC=CC=C3NC12 (Carbazole), BrC[C@@H](CO)C ((R)-(-)-3-Bromo-2-methyl-1-propanol). Run in CN(C)C=O (DMF). Run at temperature 45 celsius, time 48 hour. Yields the product C1=CC=CC=2C3=CC=CC=C3N(C12)C[C@H](CO)C ((R)-3-(9H-Carbazol-9-yl)-2-methyl-1-propanol). The yield is 22.3%. RXN SMILES: [CH:1]1[C:13]2[NH:12][C:11]3[C:6](=[CH:7][CH:8]=[CH:9][CH:10]=3)[C:5]=2[CH:4]=[CH:3][CH:2]=1.[H-].[Na+].Br[CH2:17][C@H:18]([CH3:21])[CH2:19][OH:20]>CN(C=O)C>[CH:10]1[C:11]2[N:12]([CH2:17][C@@H:18]([CH3:21])[CH2:19][OH:20])[C:13]3[C:5](=[CH:4][CH:3]=[CH:2][CH:1]=3)[C:6]=2[CH:7]=[CH:8][CH:9]=1 |f:1.2|. Procedure details: Carbazole (0.50 g, 3.0 mmol) was dissolved in dry DMF (20 mL) and NaH (60% dispersion in oil) (0.36 g, 9.0 mmol) was added. The resulting mixture was stirred under a N2 atmosphere at 25° C. for 30 min. (R)-(-)-3-Bromo-2-methyl-1-propanol (1.14 g, 7.5 mmol) was added in 4 portions over a period of 10 min, and the mixture stirred at 45° C. for 48 h. The solvent was removed in vacuo. Addition of water (20 mL), extraction with CH2Cl2 (3×20 ml), drying of the organic phases (MgSO4) and evaporation of... Reactants: CC1=C(SC(=C1)C1=CC=C(C=C1)C(F)(F)F)C(=O)OCC (ethyl 3-methyl-5-[4-(trifluoromethyl)phenyl]thiophene-2-carboxylate), CC1=C(SC(=C1)C1=CC=C(C=C1)C(F)(F)F)C(=O)OCC (ethyl 3-methyl-5-[4-(trifluoromethyl)phenyl]thiophene-2-carboxylate), Br(=O)(=O)[O-].[Na+] (sodium bromate), S([O-])(O)=O.[Na+] (sodium bisulfite). Solvent: C1CCCCC1 (cyclohexane), O (water), O (water). Reaction conditions: time 2 hour. The product is CC=1SC(=CC1CO)C1=CC=C(C=C1)C(F)(F)F ({2-methyl-5-[4-(trifluoromethyl)phenyl]thien-3-yl}methanol). As a reaction SMILES: [CH3:1][C:2]1[CH:6]=[C:5]([C:7]2[CH:12]=[CH:11][C:10]([C:13]([F:16])([F:15])[F:14])=[CH:9][CH:8]=2)[S:4][C:3]=1[C:17](OCC)=O.Br([O-])(=O)=[O:23].[Na+].S(=O)(O)[O-].[Na+]>C1CCCCC1.O>[CH3:17][C:3]1[S:4][C:5]([C:7]2[CH:12]=[CH:11][C:10]([C:13]([F:16])([F:15])[F:14])=[CH:9][CH:8]=2)=[CH:6][C:2]=1[CH2:1][OH:23] |f:1.2,3.4|. Reported procedure: Ethyl 3-methyl-5-[4-(trifluoromethyl)phenyl]thiophene-2-carboxylate (intermediate 35, 0.100 g) and sodium bromate (0.144 g) were suspended in a mixture of cyclohexane and water (1:1 v/v, 4 ml). To this was added a solution sodium bisulfite (0.99 g) in water (1 ml). The mixture was stirred for 2 hours, quenched with 1M sodium thiosulfate solution, then extracted with ethyl acetate. The organic layer was taken and washed with water, sodium thiosulfate and dried with brine and over MgSO4 and concen... Reactants: FC=1C=CC(=NC1)CN1N=C(C2=C(C=CC=C12)[N+](=O)[O-])C=C (1-((5-fluoropyridin-2-yl)methyl)-4-nitro-3-vinyl-1H-indazole). The reagents and catalysts are [OH-].[OH-].[Pd+2] (palladium hydroxide on carbon). The solvent is CCO (EtOH). Conditions: time 16 hour. The product is C(C)C1=NN(C=2C=CC=C(C12)N)CC1=NC=C(C=C1)F (3-ethyl-1-((5-fluoropyridin-2-yl)methyl)-1H-indazol-4-amine). Yield: 90.6%. As a reaction SMILES: [F:1][C:2]1[CH:3]=[CH:4][C:5]([CH2:8][N:9]2[C:17]3[C:12](=[C:13]([N+:18]([O-])=O)[CH:14]=[CH:15][CH:16]=3)[C:11]([CH:21]=[CH2:22])=[N:10]2)=[N:6][CH:7]=1>CCO.[OH-].[OH-].[Pd+2]>[CH2:21]([C:11]1[C:12]2[C:13]([NH2:18])=[CH:14][CH:15]=[CH:16][C:17]=2[N:9]([CH2:8][C:5]2[CH:4]=[CH:3][C:2]([F:1])=[CH:7][N:6]=2)[N:10]=1)[CH3:22] |f:2.3.4|. Reported procedure: A solution of 1-((5-fluoropyridin-2-yl)methyl)-4-nitro-3-vinyl-1H-indazole (0.229 g, 0.768 mmol) in EtOH (4 mL) was purged with argon. To this solution was added palladium hydroxide on carbon (91 mg, 40%/wt). The mixture was purged with more argon and then hydrogen. The mixture was then stirred at ambient temperature under hydrogen for 16 hours. The mixture was filtered through GF/F paper, washed with MeOH and concentrated under reduced pressure to give 3-ethyl-1-((5-fluoropyridin-2-yl)methyl)-1... The reactants are C1(CCCC1)OC=1C=C(C=O)C(=CC1OC)F (3-cyclopentyloxy-6-fluoro-4-methoxybenzaldehyde), [Cl-].[NH4+] (ammonium chloride), C(C)(C)NC(C)C (diisopropylamine), solution, C(CCC)[Li] (n-butyl lithium), ClC=1C=NC=C(C1C)Cl (3,5-dichloro-4-methylpyridine). Solvent: O1CCCC1 (tetrahydrofuran), O1CCCC1 (tetrahydrofuran), hexanes, O1CCCC1 (tetrahydrofuran). Conditions: temperature -10 celsius, time 0.5 hour. Yields the product ClC=1C=NC=C(C1CC(O)C1=CC(=C(C=C1F)OC)OC1CCCC1)Cl (2-(3,5-dichloropyrid-4-yl)-1-(3-cyclopentyloxy-6-fluoro-4-methoxyphenyl)ethanol). Isolated yield 52.4%. As a reaction SMILES: C(NC(C)C)(C)C.C([Li])CCC.[Cl:13][C:14]1[CH:15]=[N:16][CH:17]=[C:18]([Cl:21])[C:19]=1[CH3:20].[CH:22]1([O:27][C:28]2[CH:29]=[C:30]([C:33]([F:38])=[CH:34][C:35]=2[O:36][CH3:37])[CH:31]=[O:32])[CH2:26][CH2:25][CH2:24][CH2:23]1.[Cl-].[NH4+]>O1CCCC1>[Cl:13][C:14]1[CH:15]=[N:16][CH:17]=[C:18]([Cl:21])[C:19]=1[CH2:20][CH:31]([C:30]1[C:33]([F:38])=[CH:34][C:35]([O:36][CH3:37])=[C:28]([O:27][CH:22]2[CH2:26][CH2:25][CH2:24][CH2:23]2)[CH:29]=1)[OH:32] |f:4.5|. Procedure details: To a solution of diisopropylamine (0.16 g) in tetrahydrofuran (2 mL) at −78° C. is added a 2.5 N solution of n-butyl lithium in hexanes (0.62 mL). The solution is allowed to warm to −10° C. and cooled back to −78° C. A solution of 3,5-dichloro-4-methylpyridine (0.25 g) in dry tetrahydrofuran (4 mL) is added, stirred for 0.5 hours at −60° C. and treated with 3-cyclopentyloxy-6-fluoro-4-methoxybenzaldehyde (0.25 g) in dry tetrahydrofuran (4 mL). The reaction mixture is allowed to warm to room temp... Reactants: C(C1=CC=CC=C1)C1=CC2=C(NC(N2)=S)C=C1 (5-benzyl-benzimidazoline-2-thione), C(C#C)Br (propargyl bromide). The solvent is C(C)O (ethanol). The product is C(C1=CC=CC=C1)C1=CC2=C(N=C(N2)SCC#C)C=C1 (5-Benzyl-2-(2-propinylthio)-benzimidazole). The yield is 65.2%. As a reaction SMILES: [CH2:1]([C:8]1[CH:17]=[CH:16][C:11]2[NH:12][C:13](=[S:15])[NH:14][C:10]=2[CH:9]=1)[C:2]1[CH:7]=[CH:6][CH:5]=[CH:4][CH:3]=1.[CH2:18](Br)[C:19]#[CH:20]>C(O)C>[CH2:1]([C:8]1[CH:17]=[CH:16][C:11]2[N:12]=[C:13]([S:15][CH2:20][C:19]#[CH:18])[NH:14][C:10]=2[CH:9]=1)[C:2]1[CH:3]=[CH:4][CH:5]=[CH:6][CH:7]=1. Reported procedure: 6 g (25 mmoles) of 5-benzyl-benzimidazoline-2-thione, 2.3 ml of propargyl bromide and 40 ml of ethanol are refluxed for 3 hours. The reaction mixture is concentrated, the crystalline substance thus obtained is worked up according to the method of Example 2. The dichloromethane extract is concentrated and the residue is crystallized from 20 ml of toluene. 4.53 g (65.2%) of title product are obtained melting at a temperature of 109° C. Reactants: C([O-])([O-])=O.[Na+].[Na+] (sodium carbonate), S(=O)([O-])[O-].[Na+].[Na+] (sodium sulfite), C(C)(=O)O (acetic acid), CC1=NC=C(C=C1C)C (2,3,5-trimethylpyridine), OO (hydrogen peroxide). The solvent is O (water). Run at time 15 minute. Yields the product CC1=[N+](C=C(C=C1C)C)[O-] (2,3,5-trimethylpyridine1-oxide). Yield: 94.5%. RXN SMILES: C(O)(=[O:3])C.[CH3:5][C:6]1[C:11]([CH3:12])=[CH:10][C:9]([CH3:13])=[CH:8][N:7]=1.OO.S([O-])([O-])=O.[Na+].[Na+].C(=O)([O-])[O-].[Na+].[Na+]>O>[CH3:5][C:6]1[C:11]([CH3:12])=[CH:10][C:9]([CH3:13])=[CH:8][N+:7]=1[O-:3] |f:3.4.5,6.7.8|. Procedure details: To acetic acid (1.43 kg, 23.83 mol), 2,3,5-trimethylpyridine (1.43 kg, 11.80 mol) was added over 15 minutes. After 15 minutes, a 35% hydrogen peroxide solution (1.38 kg, 14.2 mol) was added dropwise over 30 minutes, the mixture was stirred at 90° C. to 95° C. overnight. To the reaction mixture, sodium sulfite (220 g) was added. The reaction mixture was poured into a mixture of sodium carbonate (2.5 kg) and water (12 L) and the mixture was extracted with chloroform (3.0 L×4). The organic layer ob... The reactants are C(=O)(O)C1=CC=C(C=C1)OC[C@@H](O)[C@@H](O)[C@H](O)[C@H](O)COC1=CC=C(C=C1)C(=O)O (1,6-bis-O-(4-carboxy-phenyl)-D-mannitol), C(C)(=O)OC(C)=O (acetic anhydride), C(Cl)Cl (methylene chloride), ice water. Solvent: N1=CC=CC=C1 (pyridine). Product: C(C)(=O)O[C@H](COC1=CC=C(C=C1)C(=O)O)[C@@H](OC(C)=O)[C@H](OC(C)=O)[C@H](OC(C)=O)COC1=CC=C(C=C1)C(=O)O (2,3,4,5-tetra-O-acetyl-1,6-bis-O-(4-carboxy-phenyl)-D-mannitol). As a reaction SMILES: [C:1]([C:4]1[CH:9]=[CH:8][C:7]([O:10][CH2:11][C@H:12]([C@H:14]([C@@H:16]([C@@H:18]([CH2:20][O:21][C:22]2[CH:27]=[CH:26][C:25]([C:28]([OH:30])=[O:29])=[CH:24][CH:23]=2)[OH:19])[OH:17])[OH:15])[OH:13])=[CH:6][CH:5]=1)([OH:3])=[O:2].C(O[C:35](=[O:37])[CH3:36])(=O)C.C(Cl)Cl>N1C=CC=CC=1>[C:1]([O:19][C@@H:18]([C@H:16]([C@@H:14]([C@@H:12]([CH2:11][O:10][C:7]1[CH:6]=[CH:5][C:4]([C:1]([OH:3])=[O:2])=[CH:9][CH:8]=1)[O:13][C:35](=[O:37])[CH3:36])[O:15][C:12](=[O:13])[CH3:11])[O:17][C:7](=[O:10])[CH3:6])[CH2:20][O:21][C:22]1[CH:23]=[CH:24][C:25]([C:28]([OH:30])=[O:29])=[CH:26][CH:27]=1)(=[O:2])[CH3:4]. Reported procedure: 2.10 g of 1,6-bis-O-(4-carboxy-phenyl)-D-mannitol were stirred at room temperature for 20 hours in 30 ml of pyridine with 5.1 ml of acetic anhydride. The reaction mixture was worked up extractively with ice-water and methylene chloride. The organic phase was dried over magnesium sulfate, filtered and concentrated. The residue was recrystallized from methanol and methylene chloride. There was obtained 2,3,4,5-tetra-O-acetyl-1,6-bis-O-(4-carboxy-phenyl)-D-mannitol, MS: m/z 589 ([M-H]-). Yield: 94.3%. Starting materials: CN(C1=CC=C(C(=O)C2=CC=C(C=C2)NC(OC(C)(C)C)=O)C=C1)C (tert-butyl 4-[4′-(dimethylamino)benzoyl]-phenylcarbamate). Procedure: The compound 4 (51 mg, 0.15 mmol) was stirred in 10% trifluoroacetic acid (TFA) in dichloromethane (10 mL) at room temperature for 1 hour and extracted with ethyl acetate with aqueous NaHCO3. The organic layer was dried over Na2SO4, and the filtrate was concentrated to give intermediate B (34 mg, 95%). 1H-NMR (CDCl3) 7.76 (d, J=8.7, 2H), 7.66 (d, J=8.4, 2H), 6.68 (d, J=8.7, 2H), 6.67 (d, J=8.4, 2H), 4.04 (br. s, 1H), 3.06 (s, 6H) ppm; ESI-MS m/z calcd for C15H16N2O: 240. 3004. found 241.2071 [M+... Run in FC(C(=O)O)(F)F (trifluoroacetic acid), ClCCl (dichloromethane). Yields the product NC1=CC=C(C=C1)C(=O)C1=CC=C(C=C1)N(C)C (4-aminophenyl[4′-(dimethylamino)phenyl]-methanone). Reaction SMILES: [CH3:1][N:2]([CH3:25])[C:3]1[CH:24]=[CH:23][C:6]([C:7]([C:9]2[CH:14]=[CH:13][C:12]([NH:15]C(=O)OC(C)(C)C)=[CH:11][CH:10]=2)=[O:8])=[CH:5][CH:4]=1>FC(F)(F)C(O)=O.ClCCl>[NH2:15][C:12]1[CH:11]=[CH:10][C:9]([C:7]([C:6]2[CH:23]=[CH:24][C:3]([N:2]([CH3:25])[CH3:1])=[CH:4][CH:5]=2)=[O:8])=[CH:14][CH:13]=1.